This data is from the Open Reaction Database (ORD), a public repository of structured organic reaction records. The task is: describe an organic reaction: reactants, conditions, products, and yield Starting materials: Cc1ccccc1, OCCCN(Cc1cccc(C(F)(F)F)c1Cl)CC(c1ccccc1)c1ccccc1, CC(C)OC(=O)N=NC(=O)OC(C)C, O=Cc1cccc(O)c1, c1ccc(P(c2ccccc2)c2ccccc2)cc1. The product is O=Cc1cccc(OCCCN(Cc2cccc(C(F)(F)F)c2Cl)CC(c2ccccc2)c2ccccc2)c1. Reaction SMILES: [CH3:74][c:75]1[cH:76][cH:77][cH:78][cH:79][cH:80]1.[Cl:1][c:2]1[c:3]([CH2:4][N:5]([CH2:6][CH2:7][CH2:8][OH:9])[CH2:10][CH:11]([c:12]2[cH:13][cH:14][cH:15][cH:16][cH:17]2)[c:18]2[cH:19][cH:20][cH:21][cH:22][cH:23]2)[cH:24][cH:25][cH:26][c:27]1[C:28]([F:29])([F:30])[F:31].[O:60]=[C:61]([O:62][CH:63]([CH3:64])[CH3:65])[N:66]=[N:67][C:68]([O:69][CH:70]([CH3:71])[CH3:72])=[O:73].[OH:32][c:33]1[cH:34][c:35]([CH:36]=[O:37])[cH:38][cH:39][cH:40]1.[c:41]1([P:42]([c:43]2[cH:44][cH:45][cH:46][cH:47][cH:48]2)[c:49]2[cH:50][cH:51][cH:52][cH:53][cH:54]2)[cH:55][cH:56][cH:57][cH:58][cH:59]1>>[Cl:1][c:2]1[c:3]([CH2:4][N:5]([CH2:6][CH2:7][CH2:8][O:9][c:33]2[cH:34][c:35]([CH:36]=[O:37])[cH:38][cH:39][cH:40]2)[CH2:10][CH:11]([c:12]2[cH:13][cH:14][cH:15][cH:16][cH:17]2)[c:18]2[cH:19][cH:20][cH:21][cH:22][cH:23]2)[cH:24][cH:25][cH:26][c:27]1[C:28]([F:29])([F:30])[F:31].